This data is from the Open Reaction Database (ORD), a public repository of structured organic reaction records. The task is: describe an organic reaction: reactants, conditions, products, and yield Reactants: ClC1=CC=C(C(=O)NC=2C(=CC(=CC2)O[Si](C)(C)C(C)(C)C)NC(=O)OC(C2=CC=NC=C2)C2CCNCC2)C=C1 (N1-(4-chlorobenzoyl)-N2-[1-(4-pyridyl)piperidin-4-ylmethoxycarbony)-4-(tert-butyldimethylsilyloxy)-1,2-benzenediamine), Cl (hydrochloric acid). The solvent is O1CCCC1 (tetrahydrofuran). Reaction conditions: time 18 hour. Yields the product ClC1=CC=C(C(=O)NC=2C(=CC(=CC2)O)NC(=O)OCC2CCN(CC2)C2=CC=NC=C2)C=C1 (N1-(4-Chlorobenzoyl)-N2-[1-(4-pyridyl)piperidin-4-yl-methoxycarbony]-4-hydroxy-1,2-benzenediamine). Isolated yield 124.8%. RXN SMILES: [Cl:1][C:2]1[CH:41]=[CH:40][C:5]([C:6]([NH:8][C:9]2[C:10]([NH:23][C:24]([O:26][CH:27]([CH:34]3[CH2:39][CH2:38][NH:37][CH2:36][CH2:35]3)C3C=CN=CC=3)=[O:25])=[CH:11][C:12]([O:15][Si](C(C)(C)C)(C)C)=[CH:13][CH:14]=2)=[O:7])=[CH:4][CH:3]=1.Cl>O1CCCC1>[Cl:1][C:2]1[CH:41]=[CH:40][C:5]([C:6]([NH:8][C:9]2[C:10]([NH:23][C:24]([O:26][CH2:27][CH:34]3[CH2:39][CH2:38][N:37]([C:34]4[CH:39]=[CH:38][N:37]=[CH:36][CH:35]=4)[CH2:36][CH2:35]3)=[O:25])=[CH:11][C:12]([OH:15])=[CH:13][CH:14]=2)=[O:7])=[CH:4][CH:3]=1. Procedure: A solution of N1-(4-chlorobenzoyl)-N2-[1-(4-pyridyl)piperidin-4-ylmethoxycarbony)-4-(tert-butyldimethylsilyloxy)-1,2-benzenediamine (97 mg, 0.16 mmol) in tetrahydrofuran (2 mL) was treated with 5 N aqueous hydrochloric acid (0.5 mL) and allowed to stand at ambient temperature for 18 h. Volatile solvents were removed in vacuo and the residue diluted with dilute sodium hydrogen carbonate solution, hexane, and methylene chloride. The mixture was sonicated 5 min then filtered. The resultant material... Reactants: S1CNC2=C1C=CC=C2 (2,3-dihydro-1,3-benzothiazole), NC1=C(C=CC=C1)S (2-aminobenzenethiol), C=O (formalin), C(#N)C=1C=C(C(=O)Cl)C=C(C1OC)C(C)C (3-cyano-5-isopropyl-4-methoxybenzoyl chloride). Solvent: C(Cl)(Cl)Cl (chloroform), C(C)N(CC)CC (triethylamine). Reaction conditions: time 2 hour. The product is C(#N)C=1C=C(C(=O)N2CSC3=C2C=CC=C3)C=C(C1OC)C(C)C (3-(3-cyano-5-isopropyl-4-methoxybenzoyl)-2,3-dihydro-1,3-benzothiazole). RXN SMILES: [S:1]1[C:5]2[CH:6]=[CH:7][CH:8]=[CH:9][C:4]=2[NH:3][CH2:2]1.NC1C=CC=CC=1S.C=O.[C:20]([C:22]1[CH:23]=[C:24]([CH:28]=[C:29]([CH:33]([CH3:35])[CH3:34])[C:30]=1[O:31][CH3:32])[C:25](Cl)=[O:26])#[N:21]>C(Cl)(Cl)Cl.C(N(CC)CC)C>[C:20]([C:22]1[CH:23]=[C:24]([CH:28]=[C:29]([CH:33]([CH3:35])[CH3:34])[C:30]=1[O:31][CH3:32])[C:25]([N:3]1[C:4]2[CH:9]=[CH:8][CH:7]=[CH:6][C:5]=2[S:1][CH2:2]1)=[O:26])#[N:21]. Procedure: 2,3-dihydro-1,3-benzothiazole synthesized from 2-aminobenzenethiol (1.25 g) and 37% formalin (0.83 mL) in the same manner as in Example 1 was dissolved in chloroform (7 mL), and triethylamine (1.25 mL) and 3-cyano-5-isopropyl-4-methoxybenzoyl chloride (710 mg) were added to the solution, and then the mixture was stirred at room temperature for 2 hours. The solvent was distilled off under reduced pressure and water was added, and then the mixture was extracted with ethyl acetate. The organic laye... The reactants are CCOC(=O)c1cn(C(CCO)C(C)O[Si](C)(C)C(C)(C)C)cn1, CO, N. The product is CC(O[Si](C)(C)C(C)(C)C)C(CCO)n1cnc(C(N)=O)c1. RXN SMILES: [C:1]([CH3:2])([CH3:3])([CH3:4])[Si:5]([O:6][CH:7]([CH3:8])[CH:9]([CH2:10][CH2:11][OH:12])[n:13]1[cH:14][n:15][c:16]([C:18](=[O:19])[O:20][CH2:21][CH3:22])[cH:17]1)([CH3:23])[CH3:24].[CH3:26][OH:27].[NH3:25]>>[C:1]([CH3:2])([CH3:3])([CH3:4])[Si:5]([O:6][CH:7]([CH3:8])[CH:9]([CH2:10][CH2:11][OH:12])[n:13]1[cH:14][n:15][c:16]([C:18](=[O:19])[NH2:25])[cH:17]1)([CH3:23])[CH3:24]. Starting materials: C(C)(C)(C)OCC=1C=CC(=NC1)N1NC=C(C1=O)C=1C=NC=CC1 (2-[5-(tert-Butoxymethyl)pyridin-2-yl]-4-pyridin-3-yl-1,2-dihydro-3H-pyrazol-3-one), solution, Cl (hydrogen chloride). Solvent: O1CCOCC1 (dioxane). Conditions: time 30 minute. Yields the product Cl.C(C)(C)(C)OCC=1C=CC(=NC1)N1NC=C(C1=O)C=1C=NC=CC1 (2-[5-(tert-Butoxymethyl)pyridin-2-yl]-4-pyridin-3-yl-1,2-dihydro-3H-pyrazol-3-one hydrochloride). As a reaction SMILES: [C:1]([O:5][CH2:6][C:7]1[CH:8]=[CH:9][C:10]([N:13]2[C:17](=[O:18])[C:16]([C:19]3[CH:20]=[N:21][CH:22]=[CH:23][CH:24]=3)=[CH:15][NH:14]2)=[N:11][CH:12]=1)([CH3:4])([CH3:3])[CH3:2].[ClH:25]>O1CCOCC1>[ClH:25].[C:1]([O:5][CH2:6][C:7]1[CH:8]=[CH:9][C:10]([N:13]2[C:17](=[O:18])[C:16]([C:19]3[CH:20]=[N:21][CH:22]=[CH:23][CH:24]=3)=[CH:15][NH:14]2)=[N:11][CH:12]=1)([CH3:4])([CH3:2])[CH3:3] |f:3.4|. Reported procedure: 400 mg (1.2 mmol) of the compound from Example 20 are stirred in 20 ml of a 4 N solution of hydrogen chloride in dioxane at RT for 30 min. The solid is filtered off and dried under high vacuum. It is then dissolved in water, and the solution is lyophilized. The lyophilizate is once more stirred with 10 ml of a 4 N solution of hydrogen chloride in dioxane for 30 min. The solid is filtered off, washed once with tert-butyl methyl ether and dried under high vacuum.